From a dataset of the Open Reaction Database (ORD), a public repository of structured organic reaction records. describe an organic reaction: reactants, conditions, products, and yield Reactants: OC(C)(C)[C@@H]1[C@@H](NCC1)C ((2S,3S)-3-(1-hydroxy-1-methylethyl)-2-methylpyrrolidine), FC1=CC=C(C#N)C=C1 (4-fluorobenzonitrile). Yields the product OC(C)(C)[C@@H]1[C@@H](N(CC1)C1=CC=C(C#N)C=C1)C (4-[(2S,3S)-3-(1-hydroxy-1-methylethyl)-2-methylpyrrolidin-1-yl]benzonitrile). As a reaction SMILES: [OH:1][C:2]([C@H:5]1[CH2:9][CH2:8][NH:7][C@H:6]1[CH3:10])([CH3:4])[CH3:3].F[C:12]1[CH:19]=[CH:18][C:15]([C:16]#[N:17])=[CH:14][CH:13]=1>>[OH:1][C:2]([C@H:5]1[CH2:9][CH2:8][N:7]([C:12]2[CH:19]=[CH:18][C:15]([C:16]#[N:17])=[CH:14][CH:13]=2)[C@H:6]1[CH3:10])([CH3:4])[CH3:3]. Procedure: Using compound 1 and 4-fluorobenzonitrile as starting materials, the title compound was obtained by the same manner as shown in Example 1 (reaction temperature 90° C., reaction time 3 hr).